This data is from the Open Reaction Database (ORD), a public repository of structured organic reaction records. The task is: describe an organic reaction: reactants, conditions, products, and yield The reactants are COC(=O)COc1ccc(CBr)cc1, Oc1cc(Cl)ccc1-c1nc2cc(F)c(F)cc2n1CC1CCCCC1. Yields the product COC(=O)COc1ccc(COc2cc(Cl)ccc2-c2nc3cc(F)c(F)cc3n2CC2CCCCC2)cc1. As a reaction SMILES: [CH3:27][O:28][C:29]([CH2:30][O:31][c:32]1[cH:33][cH:34][c:35]([CH2:38][Br:39])[cH:36][cH:37]1)=[O:40].[Cl:1][c:2]1[cH:3][cH:4][c:5](-[c:9]2[n:10][c:11]3[c:12]([n:13]2[CH2:14][CH:15]2[CH2:16][CH2:17][CH2:18][CH2:19][CH2:20]2)[cH:21][c:22]([F:26])[c:23]([F:25])[cH:24]3)[c:6]([OH:8])[cH:7]1>>[Cl:1][c:2]1[cH:3][cH:4][c:5](-[c:9]2[n:10][c:11]3[c:12]([n:13]2[CH2:14][CH:15]2[CH2:16][CH2:17][CH2:18][CH2:19][CH2:20]2)[cH:21][c:22]([F:26])[c:23]([F:25])[cH:24]3)[c:6]([O:8][CH2:38][c:35]2[cH:34][cH:33][c:32]([O:31][CH2:30][C:29]([O:28][CH3:27])=[O:40])[cH:37][cH:36]2)[cH:7]1. Reactants: C[S-], COCCOCCn1cc(C(=O)NCc2ccc(Cl)cc2)c(=O)c2cc(CCl)ccc21, [Na+], CN(C)C=O, O. Yields the product COCCOCCn1cc(C(=O)NCc2ccc(Cl)cc2)c(=O)c2cc(CSC)ccc21. As a reaction SMILES: [CH3:32][S-:33].[Cl:1][c:2]1[cH:3][cH:4][c:5]([CH2:6][NH:7][C:8](=[O:9])[c:10]2[cH:11][n:12]([CH2:23][CH2:24][O:25][CH2:26][CH2:27][O:28][CH3:29])[c:13]3[cH:14][cH:15][c:16]([CH2:21][Cl:22])[cH:17][c:18]3[c:19]2=[O:20])[cH:30][cH:31]1.[Na+:34].[O:36]=[CH:37][N:38]([CH3:39])[CH3:40].[OH2:35]>>[Cl:1][c:2]1[cH:3][cH:4][c:5]([CH2:6][NH:7][C:8](=[O:9])[c:10]2[cH:11][n:12]([CH2:23][CH2:24][O:25][CH2:26][CH2:27][O:28][CH3:29])[c:13]3[cH:14][cH:15][c:16]([CH2:21][S:33][CH3:32])[cH:17][c:18]3[c:19]2=[O:20])[cH:30][cH:31]1. Starting materials: ClC1=NC=CC=C1[N+](=O)[O-] (2-chloro-3-nitropyridine), C(C)(C)(C)OC(=O)NCCC1=CC(=CC=C1)O (N-tert-butoxycarbonyl-3-hydroxyphenethylamine), C([O-])([O-])=O.[K+].[K+] (potassium carbonate), CN(C=O)C (N,N-dimethylformamide). The solvent is O (water). Conditions: temperature 100 celsius, time 12 hour. Yields the product C(C)(C)(C)OC(NCCC1=CC(=CC=C1)OC1=NC=CC=C1[N+](=O)[O-])=O (tert-butyl[2-[3-(3-nitro-2-pyridyloxy)phenyl]ethyl]carbamate). Isolated yield 93.7%. As a reaction SMILES: Cl[C:2]1[C:7]([N+:8]([O-:10])=[O:9])=[CH:6][CH:5]=[CH:4][N:3]=1.[C:11]([O:15][C:16]([NH:18][CH2:19][CH2:20][C:21]1[CH:26]=[CH:25][CH:24]=[C:23]([OH:27])[CH:22]=1)=[O:17])([CH3:14])([CH3:13])[CH3:12].C(=O)([O-])[O-].[K+].[K+].CN(C)C=O>O>[C:11]([O:15][C:16](=[O:17])[NH:18][CH2:19][CH2:20][C:21]1[CH:26]=[CH:25][CH:24]=[C:23]([O:27][C:2]2[C:7]([N+:8]([O-:10])=[O:9])=[CH:6][CH:5]=[CH:4][N:3]=2)[CH:22]=1)([CH3:14])([CH3:12])[CH3:13] |f:2.3.4|. Procedure details: A mixture of 2-chloro-3-nitropyridine (4.76 g, 30 mmols), N-tert-butoxycarbonyl-3-hydroxyphenethylamine (7.11 g, 30 mmols), potassium carbonate (4.14 g, 30 mmols) and N,N-dimethylformamide (50 ml) was stirred at 100° C. for 12 hours. The reaction mixture was cooled, then poured into water, and then extracted with ethyl acetate. The extract was washed with water, and then dried with anhydrous magnesium sulfate, and the solvent was evaporated away. The residue was purified through silica gel colum... Reactants: [H-].[H-].[H-].[H-].[Li+].[Al+3] (LiAlH4), S(=O)(=O)([O-])[O-].[Na+].[Na+] (sodium sulfate), [H-].[H-].[H-].[H-].[Li+].[Al+3] (LiAlH4), O1CCN(CC1)CC(C(=O)OCC)C1=CC=CC=C1 (Ethyl 3-morpholino-2-phenylpropionate), ClCC(C(=O)OCC)C1=CC=CC=C1 (Ethyl 3-chloro-2-phenylpropionate). The solvent is CCOCC (ether), CCOCC (ether). Yields the product OCC(CN1CCOCC1)C1=CC=CC=C1 (1-Hydroxy-3-morpholino-2-phenylpropane). Yield: 118.8%. As a reaction SMILES: [O:1]1[CH2:6][CH2:5][N:4]([CH2:7][CH:8]([C:14]2[CH:19]=[CH:18][CH:17]=[CH:16][CH:15]=2)[C:9](OCC)=[O:10])[CH2:3][CH2:2]1.ClCC(C1C=CC=CC=1)C(OCC)=O.[H-].[H-].[H-].[H-].[Li+].[Al+3].S([O-])([O-])(=O)=O.[Na+].[Na+]>CCOCC>[OH:10][CH2:9][CH:8]([C:14]1[CH:19]=[CH:18][CH:17]=[CH:16][CH:15]=1)[CH2:7][N:4]1[CH2:3][CH2:2][O:1][CH2:6][CH2:5]1 |f:2.3.4.5.6.7,8.9.10|. Procedure details: Ethyl 3-morpholino-2-phenylpropionate (660 mg, 2.51 mmol) prepared in the above (1) in dry ether (5 ml) was dropwise added to a suspension of LiAlH4 (110 mg, 2.89 mmol) and dry ether (10 ml) while chilling with ice, and then stirred to cause reaction at room temperature for 2 hours. To the resulting solution, saturated aqueous sodium sulfate was added in order to decompose remaining excess LiAlH4. Subsequently, insolubles were removed by filtration. The solvent was removed by distillation under ... The reactants are O=C([O-])[O-], C1CCOC1, ClCCl, [K+], [K+], NC1=NC2(CO1)c1cc(O)ccc1Oc1ccc(Br)cc12, c1ccc(P(c2ccccc2)(c2ccccc2)[Pd](P(c2ccccc2)(c2ccccc2)c2ccccc2)(P(c2ccccc2)(c2ccccc2)c2ccccc2)P(c2ccccc2)(c2ccccc2)c2ccccc2)cc1, OB(O)c1cccnc1. The product is NC1=NC2(CO1)c1cc(O)ccc1Oc1ccc(-c3cccnc3)cc12. As a reaction SMILES: [C:36](=[O:37])([O-:38])[O-:39].[CH2:31]1[O:32][CH2:33][CH2:34][CH2:35]1.[Cl:42][CH2:43][Cl:44].[K+:40].[K+:41].[NH2:1][C:2]1=[N:6][C:5]2([CH2:4][O:3]1)[c:7]1[cH:8][c:9]([OH:21])[cH:10][cH:11][c:12]1[O:13][c:14]1[cH:15][cH:16][c:17]([Br:20])[cH:18][c:19]12.[cH:45]1[cH:46][cH:47][c:48]([P:49]([Pd:50]([P:51]([c:52]2[cH:53][cH:54][cH:55][cH:56][cH:57]2)([c:58]2[cH:59][cH:60][cH:61][cH:62][cH:63]2)[c:64]2[cH:65][cH:66][cH:67][cH:68][cH:69]2)([P:70]([c:71]2[cH:72][cH:73][cH:74][cH:75][cH:76]2)([c:77]2[cH:78][cH:79][cH:80][cH:81][cH:82]2)[c:83]2[cH:84][cH:85][cH:86][cH:87][cH:88]2)[P:89]([c:90]2[cH:91][cH:92][cH:93][cH:94][cH:95]2)([c:96]2[cH:97][cH:98][cH:99][cH:100][cH:101]2)[c:102]2[cH:103][cH:104][cH:105][cH:106][cH:107]2)([c:108]2[cH:109][cH:110][cH:111][cH:112][cH:113]2)[c:114]2[cH:115][cH:116][cH:117][cH:118][cH:119]2)[cH:120][cH:121]1.[n:22]1[cH:23][c:24]([B:28]([OH:29])[OH:30])[cH:25][cH:26][cH:27]1>>[NH2:1][C:2]1=[N:6][C:5]2([CH2:4][O:3]1)[c:7]1[cH:8][c:9]([OH:21])[cH:10][cH:11][c:12]1[O:13][c:14]1[cH:15][cH:16][c:17](-[c:24]3[cH:23][n:22][cH:27][cH:26][cH:25]3)[cH:18][c:19]12. Product: C(CC)N1C(=NC(=C1)C(=O)O)CC1=CC=C(C=C1)C1=C(C=CC=C1)C1=NN=NN1C(C1=CC=CC=C1)(C1=CC=CC=C1)C1=CC=CC=C1 (1-Propyl-2-[2′-(1-trityl-1H-tetrazol-5-yl)-biphenyl-4-ylmethyl]-1H-imidazole-4-carboxylic Acid). As a reaction SMILES: C([O:3][C:4]([C:6]1[N:7]=[C:8]([CH2:14][C:15]2[CH:20]=[CH:19][C:18]([C:21]3[CH:26]=[CH:25][CH:24]=[CH:23][C:22]=3[C:27]3[N:31]([C:32]([C:45]4[CH:50]=[CH:49][CH:48]=[CH:47][CH:46]=4)([C:39]4[CH:44]=[CH:43][CH:42]=[CH:41][CH:40]=4)[C:33]4[CH:38]=[CH:37][CH:36]=[CH:35][CH:34]=4)[N:30]=[N:29][N:28]=3)=[CH:17][CH:16]=2)[N:9]([CH2:11][CH2:12][CH3:13])[CH:10]=1)=[O:5])C.C1COCC1.O.[OH-].[Li+].O>>[CH2:11]([N:9]1[CH:10]=[C:6]([C:4]([OH:5])=[O:3])[N:7]=[C:8]1[CH2:14][C:15]1[CH:16]=[CH:17][C:18]([C:21]2[CH:26]=[CH:25][CH:24]=[CH:23][C:22]=2[C:27]2[N:31]([C:32]([C:33]3[CH:38]=[CH:37][CH:36]=[CH:35][CH:34]=3)([C:45]3[CH:46]=[CH:47][CH:48]=[CH:49][CH:50]=3)[C:39]3[CH:40]=[CH:41][CH:42]=[CH:43][CH:44]=3)[N:30]=[N:29][N:28]=2)=[CH:19][CH:20]=1)[CH2:12][CH3:13] |f:2.3.4|. Reactants: C(C)OC(=O)C=1N=C(N(C1)CCC)CC1=CC=C(C=C1)C1=C(C=CC=C1)C1=NN=NN1C(C1=CC=CC=C1)(C1=CC=CC=C1)C1=CC=CC=C1 (1-Propyl-2-[2′-(1-trityl-1H-tetrazol-5-yl)-biphenyl-4-ylmethyl]-1H-imidazole-4-carboxylic acid ethyl ester), C1CCOC1 (THF), O.[OH-].[Li+] (lithium hydroxide monohydrate), O (water). Yield: 99.3%. Conditions: temperature 40 celsius, time 40 hour. Reported procedure: 1-Propyl-2-[2′-(1-trityl-1H-tetrazol-5-yl)-biphenyl-4-ylmethyl]-1H-imidazole-4-carboxylic acid ethyl ester (400 mg, 607 μmol) was dissolved in THF (12.0 mL, 148 mmol). A solution of lithium hydroxide monohydrate (127 mg, 3.0 mmol) in water (4.0 mL, 222 mmol) was then added and the mixture was stirred at 40° C. for 40 hours to yield the title compound (380 mg). The reactants are COC(=O)C1CCC(N(C)C(=O)Oc2ccc(Cl)cc2)CC1, CCOCC, [K+], [Na+], C1COCCO1, [OH-], O=S(=O)([O-])O. RXN SMILES: [CH3:1][O:2][C:3](=[O:4])[CH:5]1[CH2:6][CH2:7][CH:8]([N:11]([CH3:12])[C:13](=[O:14])[O:15][c:16]2[cH:17][cH:18][c:19]([Cl:22])[cH:20][cH:21]2)[CH2:9][CH2:10]1.[CH3:31][CH2:32][O:33][CH2:34][CH3:35].[K+:30].[Na+:24].[O:36]1[CH2:37][CH2:38][O:39][CH2:40][CH2:41]1.[OH-:23].[S:25](=[O:26])(=[O:27])([OH:28])[O-:29]>>[O:2]=[C:3]([OH:4])[CH:5]1[CH2:6][CH2:7][CH:8]([N:11]([CH3:12])[C:13](=[O:14])[O:15][c:16]2[cH:17][cH:18][c:19]([Cl:22])[cH:20][cH:21]2)[CH2:9][CH2:10]1. Product: CN(C(=O)Oc1ccc(Cl)cc1)C1CCC(C(=O)O)CC1.